This data is from the Open Reaction Database (ORD), a public repository of structured organic reaction records. The task is: describe an organic reaction: reactants, conditions, products, and yield The reactants are FC=1C2=C(C=C3CC4(C(NC(NC4=O)=O)=O)[C@@H]4N(C13)C[C@H](O[C@H]4C)C)C(=NO2)N2N=CC(=C2)C(=O)OCC (ethyl 1-[(2R,4S,4aS)-rel-11-fluoro-2,4-dimethyl-2′,4′,6′-trioxo-1,1′,2,3′,4,4′,4a,6′-octahydro-2′H,6H-spiro[1,4-oxazino[4,3-a][1,2]oxazolo[4,5-g]quinoline-5,5′-pyrimidin]-8-yl]-1H-pyrazole-4-carboxylate), [OH-].[Na+] (NaOH), Cl (HCl). The solvent is C(C)#N (acetonitrile). Reaction conditions: time 2 hour. Product: FC=1C2=C(C=C3CC4(C(NC(NC4=O)=O)=O)[C@@H]4N(C13)C[C@H](O[C@H]4C)C)C(=NO2)N2N=CC(=C2)C(=O)O (1-[(2R,4S,4aS)-rel-11-fluoro-2,4-dimethyl-2′,4′,6′-trioxo-1,1′,2,3′,4,4′,4a,6′-octahydro-2′H,6H-spiro[1,4-oxazino[4,3-a][1,2]oxazolo[4,5-g]quinoline-5,5′-pyrimidin]-8-yl]-1H-pyrazole-4-carboxylic acid). As a reaction SMILES: [F:1][C:2]1[C:3]2[O:28][N:27]=[C:26]([N:29]3[CH:33]=[C:32]([C:34]([O:36]CC)=[O:35])[CH:31]=[N:30]3)[C:4]=2[CH:5]=[C:6]2[C:19]=1[N:18]1[CH2:20][C@@H:21]([CH3:25])[O:22][C@@H:23]([CH3:24])[C@@H:17]1[C:8]1([C:13](=[O:14])[NH:12][C:11](=[O:15])[NH:10][C:9]1=[O:16])[CH2:7]2.[OH-].[Na+].Cl>C(#N)C>[F:1][C:2]1[C:3]2[O:28][N:27]=[C:26]([N:29]3[CH:33]=[C:32]([C:34]([OH:36])=[O:35])[CH:31]=[N:30]3)[C:4]=2[CH:5]=[C:6]2[C:19]=1[N:18]1[CH2:20][C@@H:21]([CH3:25])[O:22][C@@H:23]([CH3:24])[C@@H:17]1[C:8]1([C:13](=[O:14])[NH:12][C:11](=[O:15])[NH:10][C:9]1=[O:16])[CH2:7]2 |f:1.2|. Reported procedure: To a stirred solution of ethyl 1-[(2R,4S,4aS)-rel-11-fluoro-2,4-dimethyl-2′,4′,6′-trioxo-1,1′,2,3′,4,4′,4a,6′-octahydro-2′H,6H-spiro[1,4-oxazino[4,3-a][1,2]oxazolo[4,5-g]quinoline-5,5′-pyrimidin]-8-yl]-1H-pyrazole-4-carboxylate (Example 37, 100 mg, 0.19 mmol) in acetonitrile (0.5 mL) was added 5% NaOH solution (14 mg, 0.11 mmol) and the mixture was stirred at room temperature for 2 hours. The reaction mixture was acidified to pH ˜7 using 1.5 N HCl and extracted with EtOAc (5×10 mL). The organic ... The reactants are ClCCOCC(=O)OCC (ethyl (2-chloroethoxy)-acetate), C1(=CC=CC=C1)C(=C1CCNCC1)C1=CC=CC=C1 (4-(diphenylmethylene)-piperidine). The product is C1(=CC=CC=C1)C(=C1CCN(CC1)CCOCC(=O)OCC)C1=CC=CC=C1 (Ethyl 2-[2-[4-(diphenylmethylene)-1 -piperidinyl]ethoxy]-acetate). As a reaction SMILES: Cl[CH2:2][CH2:3][O:4][CH2:5][C:6]([O:8][CH2:9][CH3:10])=[O:7].[C:11]1([C:17]([C:24]2[CH:29]=[CH:28][CH:27]=[CH:26][CH:25]=2)=[C:18]2[CH2:23][CH2:22][NH:21][CH2:20][CH2:19]2)[CH:16]=[CH:15][CH:14]=[CH:13][CH:12]=1>>[C:11]1([C:17]([C:24]2[CH:29]=[CH:28][CH:27]=[CH:26][CH:25]=2)=[C:18]2[CH2:19][CH2:20][N:21]([CH2:2][CH2:3][O:4][CH2:5][C:6]([O:8][CH2:9][CH3:10])=[O:7])[CH2:22][CH2:23]2)[CH:12]=[CH:13][CH:14]=[CH:15][CH:16]=1. Procedure: This ester is prepared by the method described in Example 1.2, starting from ethyl (2-chloroethoxy)-acetate and 4-(diphenylmethylene)-piperidine. It is not isolated but used as such, without further purification, for the preparation of the corresponding acid (see Example 3.3). Reactants: C[Al](C)C, NCc1ccc(Cl)cc1, ClCCl, CCOC(=O)c1cc2c3c(cc(CN4CCOCC4)cn3c1=O)CCC2. The product is O=C(NCc1ccc(Cl)cc1)c1cc2c3c(cc(CN4CCOCC4)cn3c1=O)CCC2. Reaction SMILES: [CH3:10][Al:11]([CH3:12])[CH3:13].[Cl:1][c:2]1[cH:3][cH:4][c:5]([CH2:6][NH2:7])[cH:8][cH:9]1.[Cl:40][CH2:41][Cl:42].[O:14]1[CH2:15][CH2:16][N:17]([CH2:20][c:21]2[cH:22][c:23]3[c:32]4[c:27]([cH:28][c:29]([C:35](=[O:36])[O:37][CH2:38][CH3:39])[c:30](=[O:34])[n:31]4[cH:33]2)[CH2:26][CH2:25][CH2:24]3)[CH2:18][CH2:19]1>>[Cl:1][c:2]1[cH:3][cH:4][c:5]([CH2:6][NH:7][C:35]([c:29]2[cH:28][c:27]3[c:32]4[c:23]([cH:22][c:21]([CH2:20][N:17]5[CH2:16][CH2:15][O:14][CH2:19][CH2:18]5)[cH:33][n:31]4[c:30]2=[O:34])[CH2:24][CH2:25][CH2:26]3)=[O:36])[cH:8][cH:9]1. Starting materials: OCCCCCCCCNC(=O)C=1C=C(C=CC1)S(=O)(=O)C=1C=C2C(=C(C=NC2=C(C1)C)C(=O)N)NC1=CC(=CC=C1)OC (6-[[3-[(8-Hydroxyoctyl)carbamoyl]phenyl]sulfonyl]-4-[(3-methoxyphenyl)amino]-8-methylquinoline-3-carboxamide), [Si](C)(C)(C(C)(C)C)OCCCCCCOC1CCNCC1 (4-((6-((tert-butyldimethylsily)oxy)hexyl)oxy)piperidine), C42H57N4O7SSi. Yields the product [Si](C)(C)(C(C)(C)C)OCCCCCCOC1CCN(CC1)C(=O)C=1C=C(C=CC1)S(=O)(=O)C=1C=C2C(=C(C=NC2=C(C1)C)C(=O)N)NC1=CC(=CC=C1)OC (6-((3-(4-((6-((tert-butyldimethylsilyl)oxy)hexyl)oxy)piperidine-1-carbonyl)phenyl)sulfonyl)-4-((3-methoxyphenyl)amino)-8-methylquinoline-3-carboxamide). Reaction SMILES: OCCCCCCCCN[C:11]([C:13]1[CH:14]=[C:15]([S:19]([C:22]2[CH:23]=[C:24]3[C:29](=[C:30]([CH3:32])[CH:31]=2)[N:28]=[CH:27][C:26]([C:33]([NH2:35])=[O:34])=[C:25]3[NH:36][C:37]2[CH:42]=[CH:41][CH:40]=[C:39]([O:43][CH3:44])[CH:38]=2)(=[O:21])=[O:20])[CH:16]=[CH:17][CH:18]=1)=[O:12].[Si:45]([O:52][CH2:53][CH2:54][CH2:55][CH2:56][CH2:57][CH2:58][O:59][CH:60]1[CH2:65][CH2:64][NH:63][CH2:62][CH2:61]1)([C:48]([CH3:51])([CH3:50])[CH3:49])([CH3:47])[CH3:46]>>[Si:45]([O:52][CH2:53][CH2:54][CH2:55][CH2:56][CH2:57][CH2:58][O:59][CH:60]1[CH2:65][CH2:64][N:63]([C:11]([C:13]2[CH:14]=[C:15]([S:19]([C:22]3[CH:23]=[C:24]4[C:29](=[C:30]([CH3:32])[CH:31]=3)[N:28]=[CH:27][C:26]([C:33]([NH2:35])=[O:34])=[C:25]4[NH:36][C:37]3[CH:42]=[CH:41][CH:40]=[C:39]([O:43][CH3:44])[CH:38]=3)(=[O:20])=[O:21])[CH:16]=[CH:17][CH:18]=2)=[O:12])[CH2:62][CH2:61]1)([C:48]([CH3:51])([CH3:50])[CH3:49])([CH3:47])[CH3:46]. Procedure: The title compound was synthesized in a manner analogous to that described for Intermediate 70, using Intermediate 23 in place of 8-aminooctanol. ES/MS calcd. for C42H57N4O7SSi+ 789.4. Found m/z=789.3 (M+H)+. The reactants are CCOc1ccc(C(=O)O)cc1, CC#N, COc1ccc2ccc(N)nc2n1, O. Product: CCOc1ccc(C(=O)Nc2ccc3ccc(OC)nc3n2)cc1. RXN SMILES: [CH2:1]([CH3:2])[O:3][c:4]1[cH:5][cH:6][c:7]([C:8](=[O:9])[OH:10])[cH:11][cH:12]1.[CH3:27][C:28]#[N:29].[NH2:13][c:14]1[n:15][c:16]2[n:17][c:18]([O:24][CH3:25])[cH:19][cH:20][c:21]2[cH:22][cH:23]1.[OH2:26]>>[CH2:1]([CH3:2])[O:3][c:4]1[cH:5][cH:6][c:7]([C:8](=[O:10])[NH:13][c:14]2[n:15][c:16]3[n:17][c:18]([O:24][CH3:25])[cH:19][cH:20][c:21]3[cH:22][cH:23]2)[cH:11][cH:12]1. Reactants: COC(=O)C1(CCC1)C1=C(C=CC=C1)C#CC1=NC(=NC=C1C(F)(F)F)NC1=CC=C(C=C1)C1CCN(CC1)C(=O)OC(C)(C)C (tert-butyl 4-(4-((4-((2-(1-(methoxycarbonyl)cyclobutyl)phenyl)ethynyl)-5-(trifluoromethyl)pyrimidin-2-yl)amino)phenyl)piperidine-1-carboxylate). Reagents/catalysts: [Pd] (Pd/C). Run in CCN(CC)CC (Et3N), CCOC(=O)C (EtOAc). Conditions: time 8 hour. Product: COC(=O)C1(CCC1)C1=C(CCC2=NC(=NC=C2C(F)(F)F)NC2=CC=C(C=C2)C2CCN(CC2)C(=O)OC(C)(C)C)C=CC=C1 (tert-Butyl 4-(4-((4-(2-(1-(methoxycarbonyl)cyclobutyl)phenethyl)-5-(trifluoromethyl)pyrimidin-2-yl)amino)phenyl)piperidine-1-carboxylate), oil. Yield: 93.0%. Reaction SMILES: [CH3:1][O:2][C:3]([C:5]1([C:9]2[CH:14]=[CH:13][CH:12]=[CH:11][C:10]=2[C:15]#[C:16][C:17]2[C:22]([C:23]([F:26])([F:25])[F:24])=[CH:21][N:20]=[C:19]([NH:27][C:28]3[CH:33]=[CH:32][C:31]([CH:34]4[CH2:39][CH2:38][N:37]([C:40]([O:42][C:43]([CH3:46])([CH3:45])[CH3:44])=[O:41])[CH2:36][CH2:35]4)=[CH:30][CH:29]=3)[N:18]=2)[CH2:8][CH2:7][CH2:6]1)=[O:4]>CCOC(C)=O.CCN(CC)CC.[Pd]>[CH3:1][O:2][C:3]([C:5]1([C:9]2[CH:14]=[CH:13][CH:12]=[CH:11][C:10]=2[CH2:15][CH2:16][C:17]2[C:22]([C:23]([F:24])([F:26])[F:25])=[CH:21][N:20]=[C:19]([NH:27][C:28]3[CH:33]=[CH:32][C:31]([CH:34]4[CH2:39][CH2:38][N:37]([C:40]([O:42][C:43]([CH3:45])([CH3:46])[CH3:44])=[O:41])[CH2:36][CH2:35]4)=[CH:30][CH:29]=3)[N:18]=2)[CH2:6][CH2:7][CH2:8]1)=[O:4]. Procedure: Pd/C 10% (40 mg) was added to a solution of tert-butyl 4-(4-((4-((2-(1-(methoxycarbonyl)cyclobutyl)phenyl)ethynyl)-5-(trifluoromethyl)pyrimidin-2-yl)amino)phenyl)piperidine-1-carboxylate A54 (33 mg, 0.052 mmol) in EtOAc (10 mL) and Et3N (0.5 mL). The mixture was stirred under a hydrogen atmosphere overnight and then filtered through Celite. The filter cake was washed with EtOAc (50 mL) and the volatiles were removed in vacuo to give the title compound A55 as a yellow oil (31 mg, 93%). LCMS-A: rt... Reactants: BrC=1C=C(N)C=CC1 (3-bromoaniline), IC1=NC2=CC=CC=C2C=C1 (iodoquinoline), N1=CC=CC2=CC=CC=C12 (Quinoline). Product: BrC1=CC=C2C(=CC=NC2=C1)I (7-bromo-4-iodoquinoline). Reaction SMILES: [Br:1][C:2]1[CH:3]=[C:4]([CH:6]=[CH:7][CH:8]=1)[NH2:5].[I:9][C:10]1[CH:19]=[CH:18]C2C(=CC=CC=2)N=1.N1C2C(=CC=CC=2)C=CC=1>>[Br:1][C:2]1[CH:3]=[C:4]2[C:6]([C:10]([I:9])=[CH:19][CH:18]=[N:5]2)=[CH:7][CH:8]=1. Reported procedure: The 7-bromo-4-iodoquinoline 40a is synthesized from 3-bromoaniline using the same protocols as those described for the preparation of iodoquinoline fragment 1i in Example 1. Starting materials: COC=1C=C(C#N)C=CC1[N+](=O)[O-] (3-methoxy-4-nitro-benzonitrile), [Li].C[Si](C)(C)[N-][Si](C)(C)C (lithium bis-trimethylsilylamide), Cl (hydrochloric acid). The solvent is C1CCOC1 (THF). Reaction conditions: temperature 10 celsius, time 10 minute. The product is COC=1C=C(C(=N)N)C=CC1[N+](=O)[O-] (3-methoxy-4-nitro-benzamidine). As a reaction SMILES: [Li].C[Si]([N-:6][Si](C)(C)C)(C)C.[CH3:11][O:12][C:13]1[CH:14]=[C:15]([CH:18]=[CH:19][C:20]=1[N+:21]([O-:23])=[O:22])[C:16]#[N:17].Cl>C1COCC1>[CH3:11][O:12][C:13]1[CH:14]=[C:15]([CH:18]=[CH:19][C:20]=1[N+:21]([O-:23])=[O:22])[C:16]([NH2:6])=[NH:17] |f:0.1,^1:0|. Procedure details: 99 ml (99 mmol) lithium-bis-trimethylsilylamide solution (1 mol/l in THF) are diluted with 640 ml THF, cooled to 10° C. and combined with 8.3 g (46.591 mmol) 3-methoxy-4-nitro-benzonitrile. The reaction mixture is stirred for 10 min at 20° C. The mixture is cooled to 0° C. and combined with 80 ml 3 N hydrochloric acid. The reaction mixture is evaporated down in vacuo and extracted with water and ethyl acetate. The aqueous phase is adjusted to pH 14 with 3 N sodium hydroxide solution. The product... RXN SMILES: [CH:23]([CH3:24])([CH3:25])[Si:26]([CH:27]([CH3:28])[CH3:29])([CH:30]([CH3:31])[CH3:32])[Cl:33].[O:34]=[CH:35][N:36]([CH3:37])[CH3:38].[OH2:39].[OH:1][CH2:2][CH:3]1[O:4][CH:5]([n:9]2[cH:10][cH:11][c:12]3[cH:13][n:14][cH:15][cH:16][c:17]23)[CH2:6][CH:7]1[OH:8].[nH:18]1[cH:19][cH:20][n:21][cH:22]1>>[O:1]([CH2:2][CH:3]1[O:4][CH:5]([n:9]2[cH:10][cH:11][c:12]3[cH:13][n:14][cH:15][cH:16][c:17]23)[CH2:6][CH:7]1[OH:8])[Si:26]([CH:23]([CH3:24])[CH3:25])([CH:27]([CH3:28])[CH3:29])[CH:30]([CH3:31])[CH3:32]. Yields the product CC(C)[Si](OCC1OC(n2ccc3cnccc32)CC1O)(C(C)C)C(C)C. The reactants are CC(C)[Si](Cl)(C(C)C)C(C)C, CN(C)C=O, O, OCC1OC(n2ccc3cnccc32)CC1O, c1c[nH]cn1. As a reaction SMILES: [Br:1][c:2]1[cH:3][cH:4][c:5]([C:6](=[O:7])[N:8]([CH3:9])[CH3:10])[cH:11][cH:12]1.[CH3:13][O:14][C:15](=[O:16])[c:17]1[cH:18][c:19]2[c:20]([c:26]([OH:28])[cH:27]1)[CH2:21][C:22]([CH3:24])([CH3:25])[O:23]2.[CH3:37][c:38]1[cH:39][cH:40][cH:41][cH:42][cH:43]1.[K+:34].[K+:35].[K+:36].[O-:45][C:46]([CH3:47])=[O:48].[O-:49][C:50]([CH3:51])=[O:52].[P:29]([O-:30])([O-:31])([O-:32])=[O:33].[Pd+2:44]>>[c:2]1([O:28][c:26]2[c:20]3[c:19]([cH:18][c:17]([C:15]([O:14][CH3:13])=[O:16])[cH:27]2)[O:23][C:22]([CH3:24])([CH3:25])[CH2:21]3)[cH:3][cH:4][c:5]([C:6](=[O:7])[N:8]([CH3:9])[CH3:10])[cH:11][cH:12]1. Yields the product COC(=O)c1cc(Oc2ccc(C(=O)N(C)C)cc2)c2c(c1)OC(C)(C)C2. Starting materials: CN(C)C(=O)c1ccc(Br)cc1, COC(=O)c1cc(O)c2c(c1)OC(C)(C)C2, Cc1ccccc1, [K+], [K+], [K+], CC(=O)[O-], CC(=O)[O-], O=P([O-])([O-])[O-], [Pd+2].